Dataset: the Open Reaction Database (ORD), a public repository of structured organic reaction records. Task: describe an organic reaction: reactants, conditions, products, and yield Reactants: C1CCOC1, Clc1ncccn1, [H-], [Na+], Cc1ccc(-c2c(NS(=O)(=O)C=Cc3ccccc3)ncnc2OCCO)cc1. The product is Cc1ccc(-c2c(NS(=O)(=O)C=Cc3ccccc3)ncnc2OCCOc2ncccn2)cc1. Reaction SMILES: [CH2:39]1[O:40][CH2:41][CH2:42][CH2:43]1.[Cl:32][c:33]1[n:34][cH:35][cH:36][cH:37][n:38]1.[H-:1].[Na+:2].[OH:3][CH2:4][CH2:5][O:6][c:7]1[c:8](-[c:25]2[cH:26][cH:27][c:28]([CH3:31])[cH:29][cH:30]2)[c:9]([NH:13][S:14](=[O:15])(=[O:16])[CH:17]=[CH:18][c:19]2[cH:20][cH:21][cH:22][cH:23][cH:24]2)[n:10][cH:11][n:12]1>>[O:3]([CH2:4][CH2:5][O:6][c:7]1[c:8](-[c:25]2[cH:26][cH:27][c:28]([CH3:31])[cH:29][cH:30]2)[c:9]([NH:13][S:14](=[O:15])(=[O:16])[CH:17]=[CH:18][c:19]2[cH:20][cH:21][cH:22][cH:23][cH:24]2)[n:10][cH:11][n:12]1)[c:33]1[n:34][cH:35][cH:36][cH:37][n:38]1. The reactants are FC=1C=CC=C2C(C(N(C12)CCF)=O)=O (7-Fluoro-1-(2-fluoro-ethyl)-1H-indole-2,3-dione). Solvent: O.NN (hydrazine hydrate), ice water. The product is FC=1C=CC=C2CC(N(C12)CCF)=O (7-fluoro-1-(2-fluoro-ethyl)-1,3-dihydro-indol-2-one). RXN SMILES: [F:1][C:2]1[CH:3]=[CH:4][CH:5]=[C:6]2[C:10]=1[N:9]([CH2:11][CH2:12][F:13])[C:8](=[O:14])[C:7]2=O>O.NN>[F:1][C:2]1[CH:3]=[CH:4][CH:5]=[C:6]2[C:10]=1[N:9]([CH2:11][CH2:12][F:13])[C:8](=[O:14])[CH2:7]2 |f:1.2|. Procedure details: 7-Fluoro-1-(2-fluoro-ethyl)-1H-indole-2,3-dione (1.04 g, 4.92 mmol) is heated with neat hydrazine hydrate (10 ml) at 130° C. for 20 minutes. The mixture is cooled, diluted with ice water and extracted with ethyl acetate. The extract is washed with brine, dried (Na2SO4), and evaporated to give the title compound as a brown solid. HPLC r.t. 4.36 min; MS for C10H9F2NO m/z 198.1 (M+H)+. The reactants are C(N)(=O)C1(C2=CC=CC=C2C=2C=CC=CC12)CCC(C)=O (9-Carbamoyl-9-(3-oxobutyl)fluorene), [H][H] (hydrogen), C(C)O (ethanol), C(C)(C)N (isopropylamine). The solvent is C(C)OCC (diethyl ether). As a reaction SMILES: [C:1]([C:4]1([CH2:17][CH2:18][C:19](=O)[CH3:20])[C:16]2[CH:15]=[CH:14][CH:13]=[CH:12][C:11]=2[C:10]2[C:5]1=[CH:6][CH:7]=[CH:8][CH:9]=2)(=[O:3])[NH2:2].C(O)C.[CH:25]([NH2:28])([CH3:27])[CH3:26].[H][H]>[Pd].C(OCC)C>[C:1]([C:4]1([CH2:17][CH2:18][CH:19]([NH:28][CH:25]([CH3:27])[CH3:26])[CH3:20])[C:16]2[CH:15]=[CH:14][CH:13]=[CH:12][C:11]=2[C:10]2[C:5]1=[CH:6][CH:7]=[CH:8][CH:9]=2)(=[O:3])[NH2:2]. Reagents/catalysts: [Pd] (palladium on charcoal). Reported procedure: A solution of 2.35 g. of 9-carbamoyl-9-(3-oxobutyl)fluorene from Example 2 in 200 ml. of ethanol containing 59.0 g. of isopropylamine and 2.0 g. of 5% palladium on charcoal was stirred for sixteen hours at 25° C. under 60 psi of hydrogen. The reaction mixture was filtered and the filtrate was concentrated to a volume of about 50 ml. The mixture was added to 200 ml. of diethyl ether and extracted with 6N hydrochloric acid. The aqueous acid extract was cooled, made alkaline by addition of 10% aque... Yields the product C(N)(=O)C1(C2=CC=CC=C2C=2C=CC=CC12)CCC(C)NC(C)C (9-Carbamoyl-9-(3-isopropylaminobutyl)fluorene). Reactants: Cl (HCl), C(C)OC1=C(CBr)C=CC=C1[N+](=O)[O-] (2-ethoxy-3-nitrobenzyl bromide), C(C)(C)(C)OC(=O)NC(=O)OC(C)(C)C (iminodicarboxylic acid di-t-butyl ester), [H-].[Na+] (sodium hydride). The solvent is CN(C=O)C (dimethylformamide), CN(C=O)C (dimethylformamide). Reaction conditions: time 1 hour. Yields the product C(C)(C)(C)OC(=O)N(CC1=C(C(=CC=C1)[N+](=O)[O-])OCC)C(=O)OC(C)(C)C (N-(2-ethoxy-3-nitrophenylmethyl)iminodicarboxylic acid di-t-butyl ester). Isolated yield 95.1%. Reaction SMILES: [C:1]([O:5][C:6]([NH:8][C:9]([O:11][C:12]([CH3:15])([CH3:14])[CH3:13])=[O:10])=[O:7])([CH3:4])([CH3:3])[CH3:2].[H-].[Na+].[CH2:18]([O:20][C:21]1[C:28]([N+:29]([O-:31])=[O:30])=[CH:27][CH:26]=[CH:25][C:22]=1[CH2:23]Br)[CH3:19].Cl>CN(C)C=O>[C:12]([O:11][C:9]([N:8]([C:6]([O:5][C:1]([CH3:4])([CH3:3])[CH3:2])=[O:7])[CH2:23][C:22]1[CH:25]=[CH:26][CH:27]=[C:28]([N+:29]([O-:31])=[O:30])[C:21]=1[O:20][CH2:18][CH3:19])=[O:10])([CH3:15])([CH3:14])[CH3:13] |f:1.2|. Procedure: A mixture of iminodicarboxylic acid di-t-butyl ester (3.23 g), dimethylformamide (50 ml) and sodium hydride (0.57 g) was stirred under ice cooling for 1 h and then a mixture of the compound (3.51 g) obtained in Example 417c and dimethylformamide (20 ml) was added under ice cooling. The reaction mixture was stirred at room temperature for 14 h and, after addition of 2 N HCl, subjected to extraction with ethyl acetate. The organic layer was washed with a saturated aqueous sodium chloride solution,... Starting materials: CCOP(=O)(OCC)c1ccc(Oc2ccccc2[N+](=O)[O-])cc1, ClCCl. The product is CCOP(=O)(OCC)c1ccc(Oc2ccccc2N)cc1. As a reaction SMILES: [CH2:1]([CH3:2])[O:3][P:4]([O:5][CH2:6][CH3:7])(=[O:8])[c:9]1[cH:10][cH:11][c:12]([O:15][c:16]2[c:17]([N+:22]([O-:23])=[O:24])[cH:18][cH:19][cH:20][cH:21]2)[cH:13][cH:14]1.[CH2:25]([Cl:26])[Cl:27]>>[CH2:1]([CH3:2])[O:3][P:4]([O:5][CH2:6][CH3:7])(=[O:8])[c:9]1[cH:10][cH:11][c:12]([O:15][c:16]2[c:17]([NH2:22])[cH:18][cH:19][cH:20][cH:21]2)[cH:13][cH:14]1. Reactants: C=C(C)C(=O)N=C=O, ClCCCl, OCc1ccccc1. The product is C=C(C)C(=O)NC(=O)OCc1ccccc1. As a reaction SMILES: [C:1]([C:2](=[CH2:3])[CH3:4])(=[O:5])[N:6]=[C:7]=[O:8].[Cl:17][CH2:18][CH2:19][Cl:20].[OH:9][CH2:10][c:11]1[cH:12][cH:13][cH:14][cH:15][cH:16]1>>[C:1]([C:2](=[CH2:3])[CH3:4])(=[O:5])[NH:6][C:7](=[O:8])[O:9][CH2:10][c:11]1[cH:12][cH:13][cH:14][cH:15][cH:16]1. Reactants: C(C)(C)(C)OC(COC1=C(C=C(C=C1)Cl)C#C)=O (tert-butyl(4-chloro-2-ethynylphenoxy)acetate), BrC=1C=NC=C(C1)S(=O)(=O)N1CC(C1)(F)F (3-bromo-5-[(3,3-difluoroazetidin-1-yl)sulfonyl]pyridine), C(C)(C)(C)OC(COC1=C(C=C(C=C1)Cl)C#C)=O (tert-butyl(4-chloro-2-ethynylphenoxy)acetate), BrC=1C=NC=C(C1)S(=O)(=O)N1CC(C1)(F)F (3-bromo-5-[(3,3-difluoroazetidin-1-yl)sulfonyl]pyridine). The product is ClC1=CC(=C(OCC(=O)O)C=C1)C#CC=1C=NC=C(C1)S(=O)(=O)N1CC(C1)(F)F ([4-chloro-2-({5-[(3,3-difluoroazetidin-1-yl)sulfonyl]pyridin-3-yl}ethynyl)phenoxy]acetic acid). Reaction SMILES: C([O:5][C:6](=[O:18])[CH2:7][O:8][C:9]1[CH:14]=[CH:13][C:12]([Cl:15])=[CH:11][C:10]=1[C:16]#[CH:17])(C)(C)C.Br[C:20]1[CH:21]=[N:22][CH:23]=[C:24]([S:26]([N:29]2[CH2:32][C:31]([F:34])([F:33])[CH2:30]2)(=[O:28])=[O:27])[CH:25]=1>>[Cl:15][C:12]1[CH:13]=[CH:14][C:9]([O:8][CH2:7][C:6]([OH:5])=[O:18])=[C:10]([C:16]#[C:17][C:20]2[CH:21]=[N:22][CH:23]=[C:24]([S:26]([N:29]3[CH2:32][C:31]([F:34])([F:33])[CH2:30]3)(=[O:28])=[O:27])[CH:25]=2)[CH:11]=1. Reported procedure: Following the general method as outlined in Example 35, starting from tert-butyl(4-chloro-2-ethynyl phenoxy)acetate (Intermediate 3) and 3-bromo-5-[(3,3-difluoroazetidin-1-yl)sulfonyl]pyridine (Intermediate 34), the title compound was obtained as an off-white solid.